Dataset: the Open Reaction Database (ORD), a public repository of structured organic reaction records. Task: describe an organic reaction: reactants, conditions, products, and yield Starting materials: CCN=C=NCCCN(C)C, CCOC(C)=O, C=COCCON, Cc1c(Nc2ccc(I)cc2F)c(C(=O)O)nn(C)c1=O, CN(C)C=O, On1nnc2ccccc21. Yields the product C=COCCONC(=O)c1nn(C)c(=O)c(C)c1Nc1ccc(I)cc1F. As a reaction SMILES: [CH3:32][CH2:33][N:34]=[C:35]=[N:36][CH2:37][CH2:38][CH2:39][N:40]([CH3:41])[CH3:42].[CH3:55][CH2:56][O:57][C:58]([CH3:59])=[O:60].[CH:43](=[CH2:44])[O:45][CH2:46][CH2:47][O:48][NH2:49].[F:1][c:2]1[c:3]([NH:9][c:10]2[c:11]([C:19](=[O:20])[OH:21])[n:12][n:13]([CH3:18])[c:14](=[O:17])[c:15]2[CH3:16])[cH:4][cH:5][c:6]([I:8])[cH:7]1.[O:50]=[CH:51][N:52]([CH3:53])[CH3:54].[OH:22][n:23]1[c:24]2[c:25]([cH:26][cH:27][cH:28][cH:29]2)[n:30][n:31]1>>[F:1][c:2]1[c:3]([NH:9][c:10]2[c:11]([C:19](=[O:21])[NH:49][O:48][CH2:47][CH2:46][O:45][CH:43]=[CH2:44])[n:12][n:13]([CH3:18])[c:14](=[O:17])[c:15]2[CH3:16])[cH:4][cH:5][c:6]([I:8])[cH:7]1. The reactants are ClCC(=O)Cl (Chloroacetyl chloride), NC1=CC=C(C=C1)C=1C(NC(NN1)=O)C (6-(4-aminophenyl)-5-methyl-4,5-dihydro-1,2,4-triazin-3(2H)-one), [I-].[K+] (potassium iodide), N1CCOCC1 (morpholine). The solvent is CN(C)C=O (DMF), C(C)N(CC)CC (triethylamine). Conditions: time 30 minute. Product: O1CCN(CC1)CC(=O)NC1=CC=C(C=C1)C=1C(NC(NN1)=O)C (6-[4-(2-morpholinoacetamido)phenyl]-5-methyl-4,5-dihydro-1,2,4-triazin-3(2H)-one). The yield is 64.4%. RXN SMILES: Cl[CH2:2][C:3](Cl)=[O:4].[NH2:6][C:7]1[CH:12]=[CH:11][C:10]([C:13]2[CH:14]([CH3:20])[NH:15][C:16](=[O:19])[NH:17][N:18]=2)=[CH:9][CH:8]=1.[I-].[K+].[NH:23]1[CH2:28][CH2:27][O:26][CH2:25][CH2:24]1>CN(C=O)C.C(N(CC)CC)C>[O:4]1[CH2:27][CH2:28][N:23]([CH2:24][C:25]([NH:6][C:7]2[CH:8]=[CH:9][C:10]([C:13]3[CH:14]([CH3:20])[NH:15][C:16](=[O:19])[NH:17][N:18]=3)=[CH:11][CH:12]=2)=[O:26])[CH2:2][CH2:3]1 |f:2.3|. Reported procedure: Chloroacetyl chloride (1.25 g) was added dropwise to a solution of 6-(4-aminophenyl)-5-methyl-4,5-dihydro-1,2,4-triazin-3(2H)-one (2.04 g) and triethylamine (1.01 g) in DMF (10 ml) and then stirred for 30 minutes. To the stirred solution were added potassium iodide (0.53 g) and morpholine (4.53 g). The reaction mixture was stirred for 30 minutes and then evaporated in vacuo. To the residue was added water and the resultant solid was collected by filtration, washed with water and recrystallized f... The reactants are Cc1nc(Cl)c2ccccc2c1Br, C1CCOC1, CN(C)C=O. The product is Cc1nc(Cl)c2ccccc2c1C=O. Reaction SMILES: [Br:1][c:2]1[c:3]([CH3:13])[n:4][c:5]([Cl:12])[c:6]2[cH:7][cH:8][cH:9][cH:10][c:11]12.[CH2:19]1[O:20][CH2:21][CH2:22][CH2:23]1.[O:14]=[CH:15][N:16]([CH3:17])[CH3:18]>>[c:2]1([CH:15]=[O:14])[c:3]([CH3:13])[n:4][c:5]([Cl:12])[c:6]2[cH:7][cH:8][cH:9][cH:10][c:11]12. Starting materials: CN1CCNCC1, CCOC(C)=O, CCN(C(C)C)C(C)C, O=C(Cl)Oc1ccc([N+](=O)[O-])cc1. Yields the product CN1CCN(C(=O)Oc2ccc([N+](=O)[O-])cc2)CC1. As a reaction SMILES: [CH3:14][N:15]1[CH2:16][CH2:17][NH:18][CH2:19][CH2:20]1.[CH3:30][CH2:31][O:32][C:33](=[O:34])[CH3:35].[CH:21]([N:22]([CH2:23][CH3:24])[CH:25]([CH3:26])[CH3:27])([CH3:28])[CH3:29].[Cl:1][C:2](=[O:3])[O:4][c:5]1[cH:6][cH:7][c:8]([N+:11](=[O:12])[O-:13])[cH:9][cH:10]1>>[C:2](=[O:3])([O:4][c:5]1[cH:6][cH:7][c:8]([N+:11](=[O:12])[O-:13])[cH:9][cH:10]1)[N:18]1[CH2:17][CH2:16][N:15]([CH3:14])[CH2:20][CH2:19]1. Starting materials: ClC1=C(C(=O)OC)C=CC(=C1)O (methyl 2-chloro-4-hydroxybenzoate), ClN1C(CCC1=O)=O (N-chlorosuccinimide). Run in C(C)(=O)O (acetic acid). Product: ClC1=C(C(=O)OC)C=C(C(=C1)O)Cl (methyl 2,5-dichloro-4-hydroxybenzoate). The yield is 8.7%. As a reaction SMILES: [Cl:1][C:2]1[CH:11]=[C:10]([OH:12])[CH:9]=[CH:8][C:3]=1[C:4]([O:6][CH3:7])=[O:5].[Cl:13]N1C(=O)CCC1=O>C(O)(=O)C>[Cl:1][C:2]1[CH:11]=[C:10]([OH:12])[C:9]([Cl:13])=[CH:8][C:3]=1[C:4]([O:6][CH3:7])=[O:5]. Procedure: To a solution of methyl 2-chloro-4-hydroxybenzoate (13.6 g, 73.1 mmol) in acetic acid (300 mL) was added N-chlorosuccinimide (9.8 g, 73.7 mmol). The solution was refluxed for 24 h and the solvent was evaporated under vacuo. The residue was taken up in chloroform, washed with water, brine, dried over magnesium sulfate, filtered and concentrated. Methyl 2,3-dichloro-4-hydroxybenzoate precipitated out of ethyl acetate. Chromatography of the residue using ethyl acetate/hexane (1/9 to 3/7) afforded m... The reactants are ClCCl, CCCN1CCC(Cc2ccc3c(c2)c(Cc2ccc(C(=O)O)cc2OC)cn3CCC)C1=O, CCN=C=NCCCN(C)C, Cc1ccccc1S(N)(=O)=O, CN(C)c1ccncc1, Cl, Cl. The product is CCCN1CCC(Cc2ccc3c(c2)c(Cc2ccc(C(=O)NS(=O)(=O)c4ccccc4C)cc2OC)cn3CCC)C1=O. RXN SMILES: [CH2:68]([Cl:69])[Cl:70].[CH3:1][O:2][c:3]1[cH:4][c:5]([C:6](=[O:7])[OH:8])[cH:9][cH:10][c:11]1[CH2:12][c:13]1[cH:14][n:15]([CH2:32][CH2:33][CH3:34])[c:16]2[cH:17][cH:18][c:19]([CH2:22][CH:23]3[C:24](=[O:31])[N:25]([CH2:28][CH2:29][CH3:30])[CH2:26][CH2:27]3)[cH:20][c:21]12.[CH3:36][N:37]([CH3:38])[CH2:39][CH2:40][CH2:41][N:42]=[C:43]=[N:44][CH2:45][CH3:46].[CH3:47][c:48]1[c:49]([S:54](=[O:55])(=[O:56])[NH2:57])[cH:50][cH:51][cH:52][cH:53]1.[CH3:59][N:60]([CH3:61])[c:62]1[cH:63][cH:64][n:65][cH:66][cH:67]1.[ClH:35].[ClH:58]>>[CH3:1][O:2][c:3]1[cH:4][c:5]([C:6](=[O:7])[NH:57][S:54]([c:49]2[c:48]([CH3:47])[cH:53][cH:52][cH:51][cH:50]2)(=[O:55])=[O:56])[cH:9][cH:10][c:11]1[CH2:12][c:13]1[cH:14][n:15]([CH2:32][CH2:33][CH3:34])[c:16]2[cH:17][cH:18][c:19]([CH2:22][CH:23]3[C:24](=[O:31])[N:25]([CH2:28][CH2:29][CH3:30])[CH2:26][CH2:27]3)[cH:20][c:21]12. Reactants: O=C([O-])[O-], N#Cc1cccnc1Cl, [Cs+], [Cs+], OB(O)c1ccc(F)nc1, C1COCCO1, O, Cl[Pd]Cl, c1ccc(P(c2ccccc2)c2ccccc2)cc1, c1ccc(P(c2ccccc2)c2ccccc2)cc1. Product: N#Cc1cccnc1-c1ccc(F)nc1. RXN SMILES: [C:26](=[O:27])([O-:28])[O-:29].[Cl:1][c:2]1[n:3][cH:4][cH:5][cH:6][c:7]1[C:8]#[N:9].[Cs+:30].[Cs+:31].[F:10][c:11]1[n:12][cH:13][c:14]([B:17]([OH:18])[OH:19])[cH:15][cH:16]1.[O:20]1[CH2:21][CH2:22][O:23][CH2:24][CH2:25]1.[OH2:32].[Pd:33]([Cl:34])[Cl:35].[c:36]1([P:37]([c:38]2[cH:39][cH:40][cH:41][cH:42][cH:43]2)[c:44]2[cH:45][cH:46][cH:47][cH:48][cH:49]2)[cH:50][cH:51][cH:52][cH:53][cH:54]1.[c:55]1([P:56]([c:57]2[cH:58][cH:59][cH:60][cH:61][cH:62]2)[c:63]2[cH:64][cH:65][cH:66][cH:67][cH:68]2)[cH:69][cH:70][cH:71][cH:72][cH:73]1>>[c:2]1(-[c:14]2[cH:13][n:12][c:11]([F:10])[cH:16][cH:15]2)[n:3][cH:4][cH:5][cH:6][c:7]1[C:8]#[N:9]. Reactants: BrC=1C(=NC(=NC1)N[C@@H]1CC[C@@H](CC1)C)OC1CN(C1)S(=O)(=O)C (5-bromo-N-(cis-4-methylcyclohexyl)-4-(1-(methylsulfonyl)azetidin-3-yloxy)pyrimidin-2-amine), CC1(OB(OC1(C)C)C1=CC=C(C=C1)O[C@H]1COCC1)C ((R)-4,4,5,5-tetramethyl-2-(4-(tetrahydrofuran-3-yloxy)phenyl)-1,3,2-dioxaborolane). Yields the product C[C@H]1CC[C@H](CC1)NC1=NC=C(C(=N1)OC1CN(C1)S(=O)(=O)C)C1=CC=C(C=C1)O[C@H]1COCC1 (N-(cis-4-methylcyclohexyl)-4-(1-(methylsulfonyl)azetidin-3-yloxy)-5-(4-((R)-tetrahydrofuran-3-yloxy)phenyl)pyrimidin-2-amine). Isolated yield 45.0%. Reaction SMILES: Br[C:2]1[C:3]([O:16][CH:17]2[CH2:20][N:19]([S:21]([CH3:24])(=[O:23])=[O:22])[CH2:18]2)=[N:4][C:5]([NH:8][C@H:9]2[CH2:14][CH2:13][C@@H:12]([CH3:15])[CH2:11][CH2:10]2)=[N:6][CH:7]=1.CC1(C)C(C)(C)OB([C:33]2[CH:38]=[CH:37][C:36]([O:39][C@@H:40]3[CH2:44][CH2:43][O:42][CH2:41]3)=[CH:35][CH:34]=2)O1>>[CH3:15][C@@H:12]1[CH2:13][CH2:14][C@H:9]([NH:8][C:5]2[N:4]=[C:3]([O:16][CH:17]3[CH2:20][N:19]([S:21]([CH3:24])(=[O:23])=[O:22])[CH2:18]3)[C:2]([C:33]3[CH:38]=[CH:37][C:36]([O:39][C@@H:40]4[CH2:44][CH2:43][O:42][CH2:41]4)=[CH:35][CH:34]=3)=[CH:7][N:6]=2)[CH2:10][CH2:11]1. Procedure details: Using the procedure of Example 1 Step 3, 5-bromo-N-(cis-4-methylcyclohexyl)-4-(1-(methylsulfonyl)azetidin-3-yloxy)pyrimidin-2-amine was reacted with (R)-4,4,5,5-tetramethyl-2-(4-(tetrahydrofuran-3-yloxy)phenyl)-1,3,2-dioxaborolane to provide the title compound (18 mg, 45% yield). 1H NMR (CDCl3, 400 MHz) 8.12 (s, 1H), 7.38 (m, 2H), 6.91 (m, 2H), 5.34 (m, 1H), 5.20 (sb, 1H), 4.95 (m, 1H), 4.31 (m, 2H), 4.09-3.92 (m, 6H), 2.90 (s, 3H), 2.22 (m, 2H), 1.80-1.57 (m, 6H), 1.23 (m, 2H), 0.94 (d, 3H). MS... Starting materials: C(C)(C)(C)C1=CC=C(C=C1)S(=O)(=O)NC1=NC(=NC(=C1OC1=C(C=CC=C1)OC)OCCCO)N1CCNCC1 (4-t-Butyl-N-[6-(3-hydroxypropyloxy)-5-(2-methoxyphenoxy)-2-piperazinyl-4-pyrimidinyl]-benzenesulfonamide), CCN=C=NCCCN(C)C.Cl (WSC·HCl), ON1N=NC2=C1C=CC=C2 (N-hydroxybenzotriazole), C(=O)O (formic acid), Cl (hydrochloric acid). The solvent is CN(C=O)C.C(Cl)Cl (dimethylformamide methylene chloride), O (water). Conditions: time 8 hour. Product: C(C)(C)(C)C1=CC=C(C=C1)S(=O)(=O)NC1=NC(=NC(=C1OC1=C(C=CC=C1)OC)OCCCO)N1CCN(CC1)C=O (4-t-butyl-N-[2-(4-formylpiperazinyl)-6-(3-hydroxypropyloxy)-5-(2-methoxyphenoxy)-4-pyrimidinyl]benzenesulfonamide). The yield is 23.8%. As a reaction SMILES: [C:1]([C:5]1[CH:10]=[CH:9][C:8]([S:11]([NH:14][C:15]2[C:20]([O:21][C:22]3[CH:27]=[CH:26][CH:25]=[CH:24][C:23]=3[O:28][CH3:29])=[C:19]([O:30][CH2:31][CH2:32][CH2:33][OH:34])[N:18]=[C:17]([N:35]3[CH2:40][CH2:39][NH:38][CH2:37][CH2:36]3)[N:16]=2)(=[O:13])=[O:12])=[CH:7][CH:6]=1)([CH3:4])([CH3:3])[CH3:2].CCN=C=NCCCN(C)C.Cl.ON1C2C=CC=CC=2N=N1.[CH:63](O)=[O:64].Cl>CN(C)C=O.C(Cl)Cl.O>[C:1]([C:5]1[CH:6]=[CH:7][C:8]([S:11]([NH:14][C:15]2[C:20]([O:21][C:22]3[CH:27]=[CH:26][CH:25]=[CH:24][C:23]=3[O:28][CH3:29])=[C:19]([O:30][CH2:31][CH2:32][CH2:33][OH:34])[N:18]=[C:17]([N:35]3[CH2:36][CH2:37][N:38]([CH:63]=[O:64])[CH2:39][CH2:40]3)[N:16]=2)(=[O:13])=[O:12])=[CH:9][CH:10]=1)([CH3:4])([CH3:2])[CH3:3] |f:1.2,6.7|. Procedure: 4-t-Butyl-N-[6-(3-hydroxypropyloxy)-5-(2-methoxyphenoxy)-2-piperazinyl-4-pyrimidinyl]-benzenesulfonamide (80 mg; 0.14 mmol), WSC·HCl (61.6 mg; 0.28 mmol), N-hydroxybenzotriazole (75.6 mg; 0.56 mmol), and formic acid (6.5 mg; 0.15 mmol) were dissolved in dimethylformamide-methylene chloride (1:1, 1 ml). The mixture was stirred overnight at room temperature. The reaction mixture was poured into water, made acidic with hydrochloric acid, and extracted with ethyl acetate. The organic layer was washe...